This data is from the Open Reaction Database (ORD), a public repository of structured organic reaction records. The task is: describe an organic reaction: reactants, conditions, products, and yield The reactants are Cc1cc(Br)cc(C)c1O, C=CCCl, CC(C)O, [Na+], [OH-]. Yields the product C=CCOc1c(C)cc(Br)cc1C. Reaction SMILES: [Br:1][c:2]1[cH:3][c:4]([CH3:10])[c:5]([OH:9])[c:6]([CH3:8])[cH:7]1.[CH2:11]([CH:12]=[CH2:13])[Cl:14].[CH:17]([OH:18])([CH3:19])[CH3:20].[Na+:16].[OH-:15]>>[Br:1][c:2]1[cH:3][c:4]([CH3:10])[c:5]([O:9][CH2:13][CH:12]=[CH2:11])[c:6]([CH3:8])[cH:7]1. Starting materials: COc1cc(Nc2c(C#N)cnc3cc(Br)ccc23)c(Cl)cc1Cl, O=C([O-])O, CC1(C)OB(c2ccc(CCN3CCOCC3)cc2)OC1(C)C, COCCOC, [Na+], c1ccc(P(c2ccccc2)(c2ccccc2)[Pd](P(c2ccccc2)(c2ccccc2)c2ccccc2)(P(c2ccccc2)(c2ccccc2)c2ccccc2)P(c2ccccc2)(c2ccccc2)c2ccccc2)cc1. Product: COc1cc(Nc2c(C#N)cnc3cc(-c4ccc(CCN5CCOCC5)cc4)ccc23)c(Cl)cc1Cl. As a reaction SMILES: [Br:1][c:2]1[cH:3][cH:4][c:5]2[c:6]([NH:14][c:15]3[c:16]([Cl:24])[cH:17][c:18]([Cl:23])[c:19]([O:21][CH3:22])[cH:20]3)[c:7]([C:12]#[N:13])[cH:8][n:9][c:10]2[cH:11]1.[C:54](=[O:55])([OH:56])[O-:57].[CH3:25][C:26]1([CH3:27])[C:28]([CH3:29])([CH3:30])[O:31][B:32]([c:33]2[cH:34][cH:35][c:36]([CH2:37][CH2:38][N:39]3[CH2:40][CH2:41][O:42][CH2:43][CH2:44]3)[cH:45][cH:46]2)[O:47]1.[CH3:48][O:49][CH2:50][CH2:51][O:52][CH3:53].[Na+:58].[cH:59]1[cH:60][cH:61][c:62]([P:63]([Pd:64]([P:65]([c:66]2[cH:67][cH:68][cH:69][cH:70][cH:71]2)([c:72]2[cH:73][cH:74][cH:75][cH:76][cH:77]2)[c:78]2[cH:79][cH:80][cH:81][cH:82][cH:83]2)([P:84]([c:85]2[cH:86][cH:87][cH:88][cH:89][cH:90]2)([c:91]2[cH:92][cH:93][cH:94][cH:95][cH:96]2)[c:97]2[cH:98][cH:99][cH:100][cH:101][cH:102]2)[P:103]([c:104]2[cH:105][cH:106][cH:107][cH:108][cH:109]2)([c:110]2[cH:111][cH:112][cH:113][cH:114][cH:115]2)[c:116]2[cH:117][cH:118][cH:119][cH:120][cH:121]2)([c:122]2[cH:123][cH:124][cH:125][cH:126][cH:127]2)[c:128]2[cH:129][cH:130][cH:131][cH:132][cH:133]2)[cH:134][cH:135]1>>[c:2]1(-[c:33]2[cH:34][cH:35][c:36]([CH2:37][CH2:38][N:39]3[CH2:40][CH2:41][O:42][CH2:43][CH2:44]3)[cH:45][cH:46]2)[cH:3][cH:4][c:5]2[c:6]([NH:14][c:15]3[c:16]([Cl:24])[cH:17][c:18]([Cl:23])[c:19]([O:21][CH3:22])[cH:20]3)[c:7]([C:12]#[N:13])[cH:8][n:9][c:10]2[cH:11]1. The reactants are CNCCOCc1cnc(-c2ccc(C(=O)Nc3ccccc3NC(=O)OC(C)(C)C)cc2)c(C#N)c1, C1COCCO1, Cl. Product: CNCCOCc1cnc(-c2ccc(C(=O)Nc3ccccc3N)cc2)c(C#N)c1. RXN SMILES: [C:1](#[N:2])[c:3]1[c:4](-[c:15]2[cH:16][cH:17][c:18]([C:19](=[O:20])[NH:21][c:22]3[c:23]([NH:28][C:29](=[O:30])[O:31][C:32]([CH3:33])([CH3:34])[CH3:35])[cH:24][cH:25][cH:26][cH:27]3)[cH:36][cH:37]2)[n:5][cH:6][c:7]([CH2:9][O:10][CH2:11][CH2:12][NH:13][CH3:14])[cH:8]1.[CH2:39]1[O:40][CH2:41][CH2:42][O:43][CH2:44]1.[ClH:38]>>[C:1](#[N:2])[c:3]1[c:4](-[c:15]2[cH:16][cH:17][c:18]([C:19](=[O:20])[NH:21][c:22]3[c:23]([NH2:28])[cH:24][cH:25][cH:26][cH:27]3)[cH:36][cH:37]2)[n:5][cH:6][c:7]([CH2:9][O:10][CH2:11][CH2:12][NH:13][CH3:14])[cH:8]1.